This data is from the Open Reaction Database (ORD), a public repository of structured organic reaction records. The task is: describe an organic reaction: reactants, conditions, products, and yield Starting materials: c1ccc(COc2cccc(OCC3CCC4(CC3)OCCO4)c2)cc1, C1CCOC1, C1=CCCCC1, CCO, [Pd]. Yields the product Oc1cccc(OCC2CCC3(CC2)OCCO3)c1. As a reaction SMILES: [CH2:1]([c:2]1[cH:3][cH:4][cH:5][cH:6][cH:7]1)[O:8][c:9]1[cH:10][c:11]([O:12][CH2:13][CH:14]2[CH2:15][CH2:16][C:17]3([O:18][CH2:19][CH2:20][O:21]3)[CH2:22][CH2:23]2)[cH:24][cH:25][cH:26]1.[CH2:30]1[O:31][CH2:32][CH2:33][CH2:34]1.[CH2:35]1[CH2:36][CH:37]=[CH:38][CH2:39][CH2:40]1.[CH3:27][CH2:28][OH:29].[Pd:41]>>[OH:8][c:9]1[cH:10][c:11]([O:12][CH2:13][CH:14]2[CH2:15][CH2:16][C:17]3([O:18][CH2:19][CH2:20][O:21]3)[CH2:22][CH2:23]2)[cH:24][cH:25][cH:26]1.